Dataset: the Open Reaction Database (ORD), a public repository of structured organic reaction records. Task: describe an organic reaction: reactants, conditions, products, and yield The reactants are C(C1=CC=CC=C1)OC1=C(N=C2N(C1=O)C=C(C=C2)N2CCOCC2)C(=N)NO (3-benzyloxy-N-hydroxy-7-morpholin-4-yl-4-oxo-4H-pyrido[1,2-a]pyrimidine-2-carboxamidine), ClC=1C=C(C=CC1Cl)CC(=O)Cl (3,4-dichlorophenylacetyl chloride). The product is C(C1=CC=CC=C1)OC1=C(N=C2N(C1=O)C=C(C=C2)N2CCOCC2)C2=NOC(=N2)CC2=CC(=C(C=C2)Cl)Cl (3-benzyloxy-2-[5-(3,4-dichloro-benzyl)-[1,2,4]oxadiazol-3-yl]-7-morpholin-4-yl-pyrido[1,2-a]pyrimidin-4-one). As a reaction SMILES: [CH2:1]([O:8][C:9]1[C:14](=[O:15])[N:13]2[CH:16]=[C:17]([N:20]3[CH2:25][CH2:24][O:23][CH2:22][CH2:21]3)[CH:18]=[CH:19][C:12]2=[N:11][C:10]=1[C:26]([NH:28][OH:29])=[NH:27])[C:2]1[CH:7]=[CH:6][CH:5]=[CH:4][CH:3]=1.[Cl:30][C:31]1[CH:32]=[C:33]([CH2:38][C:39](Cl)=O)[CH:34]=[CH:35][C:36]=1[Cl:37]>>[CH2:1]([O:8][C:9]1[C:14](=[O:15])[N:13]2[CH:16]=[C:17]([N:20]3[CH2:21][CH2:22][O:23][CH2:24][CH2:25]3)[CH:18]=[CH:19][C:12]2=[N:11][C:10]=1[C:26]1[N:27]=[C:39]([CH2:38][C:33]2[CH:34]=[CH:35][C:36]([Cl:37])=[C:31]([Cl:30])[CH:32]=2)[O:29][N:28]=1)[C:2]1[CH:7]=[CH:6][CH:5]=[CH:4][CH:3]=1. Procedure details: Using the product of example 20 and 3,4-dichlorophenylacetyl chloride following the procedure of example 21. The reactants are ClC1=CC=2C3=C(N(C2C=C1)CC(O)(C1=CC=CC=C1)C1=CC=CC=C1)CCN(C3)C (2-(8-chloro-2-methyl-1,2,3,4-tetrahydro-pyrido[4,3-b]indol-5-yl)-1,1-diphenyl-ethanol), [OH-].[Na+] (NaOH), S(=O)(Cl)Cl (Thionyl chloride). The reagents and catalysts are CN(C)C=O (DMF). Run in C(Cl)Cl (DCM). Reaction conditions: time 2 hour. Yields the product ClC1=CC=2C3=C(N(C2C=C1)C=C(C1=CC=CC=C1)C1=CC=CC=C1)CCN(C3)C (8-chloro-5-(2,2-diphenylvinyl)-2-methyl-2,3,4,5-tetrahydro-1H-pyrido[4,3-b]indole). Yield: 36.6%. As a reaction SMILES: [Cl:1][C:2]1[CH:10]=[CH:9][C:8]2[N:7]([CH2:11][C:12]([C:20]3[CH:25]=[CH:24][CH:23]=[CH:22][CH:21]=3)([C:14]3[CH:19]=[CH:18][CH:17]=[CH:16][CH:15]=3)O)[C:6]3[CH2:26][CH2:27][N:28]([CH3:30])[CH2:29][C:5]=3[C:4]=2[CH:3]=1.S(Cl)(Cl)=O.[OH-].[Na+]>C(Cl)Cl.CN(C=O)C>[Cl:1][C:2]1[CH:10]=[CH:9][C:8]2[N:7]([CH:11]=[C:12]([C:14]3[CH:15]=[CH:16][CH:17]=[CH:18][CH:19]=3)[C:20]3[CH:25]=[CH:24][CH:23]=[CH:22][CH:21]=3)[C:6]3[CH2:26][CH2:27][N:28]([CH3:30])[CH2:29][C:5]=3[C:4]=2[CH:3]=1 |f:2.3|. Procedure: A solution of 2-(8-chloro-2-methyl-1,2,3,4-tetrahydro-pyrido[4,3-b]indol-5-yl)-1,1-diphenyl-ethanol (100 mg, 0.24 mmol) in DCM (5 mL) and DMF (2 drops) was stirred at 0-10° C. Thionyl chloride (1.5 mL, 20.67 mmol) was added and the reaction mixture was stirred at RT for 2 h. The solvent was removed under vacuum to obtain the crude yellow solid. 1N NaOH (10 mL) was added to the reaction mixture and the compound extracted with EtOAc (2×20 mL). The organic layer was dried over anhydrous sodium sulf... The reactants are C(C)(=O)NC1=CC(=C(OCCCCCC(=O)O)C(=C1)Cl)Cl (6-(4-acetylamino-2,6-dichlorophenoxy)hexanoic acid), [OH-].[K+] (potassium hydroxide). The solvent is CO.O (methanol water). Conditions: time 30 minute. Product: NC1=CC(=C(OCCCCCC(=O)O)C(=C1)Cl)Cl (6-(4-Amino-2,6-dichlorophenoxy)hexanoic Acid). The yield is 65.6%. RXN SMILES: C([NH:4][C:5]1[CH:19]=[C:18]([Cl:20])[C:8]([O:9][CH2:10][CH2:11][CH2:12][CH2:13][CH2:14][C:15]([OH:17])=[O:16])=[C:7]([Cl:21])[CH:6]=1)(=O)C.[OH-].[K+]>CO.O>[NH2:4][C:5]1[CH:6]=[C:7]([Cl:21])[C:8]([O:9][CH2:10][CH2:11][CH2:12][CH2:13][CH2:14][C:15]([OH:17])=[O:16])=[C:18]([Cl:20])[CH:19]=1 |f:1.2,3.4|. Procedure details: 7.5 g (22.4 mmol) of 6-(4-acetylamino-2,6-dichlorophenoxy)hexanoic acid in 140 ml of 1 m potassium hydroxide solution in methanol/water (3:1) were boiled under reflux overnight. The methanol was removed in a rotary evaporator, and the residue was diluted with about 30 ml of water and acidified to pH 5 with glacial acetic acid. The mixture was stirred in an ice bath for 30 minutes and then filtered with suction. The crude product was subjected to column chromatography using n-heptane/ethyl acetat...